From a dataset of the Open Reaction Database (ORD), a public repository of structured organic reaction records. describe an organic reaction: reactants, conditions, products, and yield The reactants are C(C)(=O)C1OC(C2C(C2C1)(C)C)OC (4-acetyl-2-methoxy-7,7-dimethyl-3-oxabicyclo[4.1.0]heptane), S(O)(O)(=O)=O (sulphuric acid), ( v ), O (water). The solvent is CC(=O)C (acetone), CC(=O)C (acetone). Yields the product OC(C[C@H]1[C@H](C1(C)C)C=O)C(C)=O ((1R,cis)-2-(2-hydroxy-3-oxobutyl)-3,3-dimethylcyclopropanecarbaldehyde). RXN SMILES: [C:1]([CH:4]1[CH2:10][CH:9]2[CH:7]([C:8]2([CH3:12])[CH3:11])[CH:6]([O:13]C)[O:5]1)(=[O:3])[CH3:2].O.S(=O)(=O)(O)O>CC(C)=O>[OH:5][CH:4]([C:1](=[O:3])[CH3:2])[CH2:10][C@@H:9]1[C:8]([CH3:12])([CH3:11])[C@@H:7]1[CH:6]=[O:13]. Procedure details: A 50-ml flask was charged with 4-acetyl-2-methoxy-7,7-dimethyl-3-oxabicyclo[4.1.0]heptane (10.1 mmol, 100% (1R,cis), a 1:1 (v) mixture (20 ml) of water and acetone and concentrated sulphuric acid (1.5 mmol), sp. gr. 1.84. After stirring the contents of the flask for one hour at 20° C. the majority of acetone was distilled off at 1.3 kPa. The residue was extracted with two 10-ml portions of dichloromethane. The combined extract phases were washed with two 20-ml portions of a saturated aqueous sol... RXN SMILES: [Cl:1][C:2]1[CH:3]=[C:4]([N:8]2[C:12]([C:14]3[CH:19]=[CH:18][C:17]([S:20]([NH2:23])(=[O:22])=[O:21])=[CH:16][CH:15]=3)(O)[CH2:11][S:10][C:9]2=[S:24])[CH:5]=[CH:6][CH:7]=1>C(O)C.Cl>[Cl:1][C:2]1[CH:3]=[C:4]([N:8]2[C:12]([C:14]3[CH:15]=[CH:16][C:17]([S:20]([NH2:23])(=[O:21])=[O:22])=[CH:18][CH:19]=3)=[CH:11][S:10][C:9]2=[S:24])[CH:5]=[CH:6][CH:7]=1. Procedure: 5.4 g of the product of Example 7 are dissolved in 50 ml of ethanol to which 1 ml of concentrated hydrochloric acid has been added. The reaction mixture is refluxed for 1 h, then filtered. The solid obtained is washed with ethanol, then with pentane. Yields the product ClC=1C=C(C=CC1)N1C(SC=C1C1=CC=C(C=C1)S(=O)(=O)N)=S (4-[3-(3-chlorophenyl)-2-thioxo-2,3-dihydro-thiazol-4-yl]-benzenesulphonamide). Run in C(C)O (ethanol), Cl (hydrochloric acid). Starting materials: ClC=1C=C(C=CC1)N1C(SCC1(O)C1=CC=C(C=C1)S(=O)(=O)N)=S (4-[3-(3-chlorophenyl)-4-hydroxy-2-thioxo-thiazolidin-4-yl]-benzenesulphonamide). Reactants: CC(=O)Oc2ccc1ccccc1c2 (substrate), c4c(OC)cc(B3OB(c1cc(OC)cc(OC)c1)OB(c2cc(OC)cc(OC)c2)O3)cc4(OC) (effective_coupling_partner). Yields the product c3c(OC)cc(c2ccc1ccccc1c2)cc3(OC). Reaction conditions: temperature 110 celsius, time 12 hour. The reagents and catalysts are PCy3. Starting materials: N=1C=CC=2C=CNC2C1. Reagents/catalysts: N=1C=C(C(=C2C=CC3=C(N=CC(=C3C)C)C12)C)C, O1B(OC(C)(C)C1(C)C)B2OC(C)(C)C(O2)(C)C, C[OH2+].C[OH2+].C1CC=CCCC=C1.C1CC=CCCC=C1.[Ir].[Ir]. Solvent: O1CCCC1. Conditions: temperature 80 celsius, time 18 hour. Yields the product N=1C=CC2=C(C1)NC=C2B3OC(C)(C)C(O3)(C)C. The yield is 73.0%.